Dataset: the Open Reaction Database (ORD), a public repository of structured organic reaction records. Task: describe an organic reaction: reactants, conditions, products, and yield Starting materials: N (ammonia), CO (MeOH), C(C)(=O)[O-].[NH4+] (ammonium acetate), C(C)(=O)O (acetic acid), C(C(=O)Cl)(=O)Cl (oxalyl chloride), NC1=C(C=CC=C1CO[Si](C)(C)C(C)(C)C)C(=O)C1=CC(=CC=C1)F ((2-Amino-3-(((tert-butyldimethylsilyl)oxy)methyl)phenyl)(3-fluorophenyl)methanone), CN1CCOCC1 (4-methylmorpholine), N1(N=NC2=C1C=CC=C2)C(C(=O)O)NC(=O)OCC2=CC=CC=C2 (2-(1H-benzo[d][1,2,3]triazol-1-yl)-2-(((benzyloxy)carbonyl)amino)acetic acid). Solvent: CN(C)C=O (DMF), O (water), C1CCOC1 (THF), C1CCOC1 (THF). Conditions: temperature 0 celsius, time 1.5 hour. Product: C(C1=CC=CC=C1)OC(NC1N=C(C2=C(NC1=O)C(=CC=C2)CO[Si](C)(C)C(C)(C)C)C2=CC(=CC=C2)F)=O (Benzyl(9-(((tert-butyldimethylsilyl)oxy)methyl)-5-(3-fluorophenyl)-2-oxo-2,3-dihydro-1H-benzo[e][1,4]diazepin-3-yl)carbamate). Isolated yield 62.7%. Reaction SMILES: [N:1]1([CH:10]([NH:14][C:15]([O:17][CH2:18][C:19]2[CH:24]=[CH:23][CH:22]=[CH:21][CH:20]=2)=[O:16])[C:11](O)=[O:12])C2C=CC=CC=2N=N1.C(Cl)(=O)C(Cl)=O.[NH2:31][C:32]1[C:37]([CH2:38][O:39][Si:40]([C:43]([CH3:46])([CH3:45])[CH3:44])([CH3:42])[CH3:41])=[CH:36][CH:35]=[CH:34][C:33]=1[C:47]([C:49]1[CH:54]=[CH:53][CH:52]=[C:51]([F:55])[CH:50]=1)=O.CN1CCOCC1.N.CO.C(O)(=O)C.C([O-])(=O)C.[NH4+]>C1COCC1.O.CN(C=O)C>[CH2:18]([O:17][C:15](=[O:16])[NH:14][CH:10]1[C:11](=[O:12])[NH:31][C:32]2[C:37]([CH2:38][O:39][Si:40]([C:43]([CH3:46])([CH3:45])[CH3:44])([CH3:42])[CH3:41])=[CH:36][CH:35]=[CH:34][C:33]=2[C:47]([C:49]2[CH:54]=[CH:53][CH:52]=[C:51]([F:55])[CH:50]=2)=[N:1]1)[C:19]1[CH:20]=[CH:21][CH:22]=[CH:23][CH:24]=1 |f:7.8|. Procedure: To a solution of 2-(1H-benzo[d][1,2,3]triazol-1-yl)-2-(((benzyloxy)carbonyl)amino)acetic acid (608 mg, 1.864 mmol) in THF (7 mL) cooled at 0° C. was added oxalyl chloride (0.157 mL, 1.789 mmol), followed by DMF (0.02 mL). The resulting mixture was stirred at 0° C. for 1.5 h. Then a solution of Intermediate 37F (268 mg, 0.745 mmol) and 4-methylmorpholine (0.246 mL, 2.236 mmol) in THF (3 mL) were slowly added. After the addition, the reaction mixture was warmed to room temperature and stirred for ... Reactants: OBO, CC(C)c1ccc(N)c(Br)c1, c1ccccc1. Yields the product CC(C)c1ccc(N)c(-c2ccccc2)c1. Reaction SMILES: [BH:12]([OH:13])[OH:14].[Br:1][c:2]1[c:3]([NH2:4])[cH:5][cH:6][c:7]([CH:9]([CH3:10])[CH3:11])[cH:8]1.[cH:15]1[cH:16][cH:17][cH:18][cH:19][cH:20]1>>[c:2]1(-[c:15]2[cH:16][cH:17][cH:18][cH:19][cH:20]2)[c:3]([NH2:4])[cH:5][cH:6][c:7]([CH:9]([CH3:10])[CH3:11])[cH:8]1. The reactants are CC(C)Oc1cc(OCc2ccccc2)ccc1C=O, CC1=CCC=CC1. Yields the product CC(C)Oc1cc(O)ccc1C=O. As a reaction SMILES: [CH2:1]([c:2]1[cH:3][cH:4][cH:5][cH:6][cH:7]1)[O:8][c:9]1[cH:10][c:11]([O:17][CH:18]([CH3:19])[CH3:20])[c:12]([CH:13]=[O:14])[cH:15][cH:16]1.[CH3:21][C:22]1=[CH:27][CH2:26][CH:25]=[CH:24][CH2:23]1>>[OH:8][c:9]1[cH:10][c:11]([O:17][CH:18]([CH3:19])[CH3:20])[c:12]([CH:13]=[O:14])[cH:15][cH:16]1.